This data is from the Open Reaction Database (ORD), a public repository of structured organic reaction records. The task is: describe an organic reaction: reactants, conditions, products, and yield Reactants: CC(COC(=O)N[C@@H](C(C)(C)C)C(=O)O)(CCC=C)C (N-{[(2,2-dimethylhex-5-enyl)oxy]carbonyl}-3-methyl-L-valine), C1(CCCC1)C(=O)OC (methyl cyclopentanecarboxylate). Product: C(CC=C)C1(CCCC1)COC(=O)N[C@@H](C(C)(C)C)C(=O)O (N-{[(1-But-3-en-1-ylcyclopentyl)methoxy]carbonyl}-3-methyl-L-valine). As a reaction SMILES: [CH3:1][C:2]([CH3:20])([CH2:16][CH2:17][CH:18]=[CH2:19])[CH2:3][O:4][C:5]([NH:7][C@H:8]([C:13]([OH:15])=[O:14])[C:9]([CH3:12])([CH3:11])[CH3:10])=[O:6].[CH:21]1(C(OC)=O)CCC[CH2:22]1>>[CH2:16]([C:2]1([CH2:3][O:4][C:5]([NH:7][C@H:8]([C:13]([OH:15])=[O:14])[C:9]([CH3:10])([CH3:11])[CH3:12])=[O:6])[CH2:20][CH2:22][CH2:21][CH2:1]1)[CH2:17][CH:18]=[CH2:19]. Procedure: N-{[(1-But-3-en-1-ylcyclopentyl)methoxy]carbonyl}-3-methyl-L-valine was prepared according to the procedure for N-{[(2,2-dimethylhex-5-enyl)oxy]carbonyl}-3-methyl-L-valine by using methyl cyclopentanecarboxylate instead of ethyl isobutyrate in Step 1. LRMS (ESI) m/z 312.3 [(M+H)+; calcd for C17H30NO4: 312.2]. The reactants are BrCC(=O)C1=CC(=C(C=C1)Cl)S(N)(=O)=O (2-bromo-4'-chloro-3'-sulfamoylacetophenone), ClC1=C(CNC(=S)NC)C=CC=C1 (1-(2-chlorobenzyl)-3-methylthiourea). Product: Br.ClC1=C(C=C(C=C1)C1(N(C(SC1)=NCC1=C(C=CC=C1)Cl)C)O)S(N)(=O)=O (4-(4-Chloro-3-sulfamoylphenyl)-2-(2-chlorobenzylimino)-3-methyl-1,3-thiazolidine-4-ol-hydrobromide). As a reaction SMILES: [Br:1][CH2:2][C:3]([C:5]1[CH:10]=[CH:9][C:8]([Cl:11])=[C:7]([S:12](=[O:15])(=[O:14])[NH2:13])[CH:6]=1)=[O:4].[Cl:16][C:17]1[CH:28]=[CH:27][CH:26]=[CH:25][C:18]=1[CH2:19][NH:20][C:21]([NH:23][CH3:24])=[S:22]>>[BrH:1].[Cl:11][C:8]1[CH:9]=[CH:10][C:5]([C:3]2([OH:4])[CH2:2][S:22][C:21](=[N:20][CH2:19][C:18]3[CH:25]=[CH:26][CH:27]=[CH:28][C:17]=3[Cl:16])[N:23]2[CH3:24])=[CH:6][C:7]=1[S:12](=[O:15])(=[O:14])[NH2:13] |f:2.3|. Procedure: 4.7 g of 2-bromo-4'-chloro-3'-sulfamoylacetophenone and 3.1 g of 1-(2-chlorobenzyl)-3-methylthiourea were reacted according to Example 23 and the crystalline end product was filtered off. Colorless crystalline solid body: melting point: 182° C (decomposition). The reactants are N1C[C@H](CCC1)NC(=O)C1=CNC2=C1N=CN=C2C2=C(C=CC=1OCOC12)OCC1CC1 (4-(5-Cyclopropylmethoxy-benzo[1,3]dioxol-4-yl)-5H-pyrrolo[3,2-d]pyrimidine-7-carboxylic acid (S)-piperidin-3-ylamide), COCC(=O)Cl (methoxy-acetyl chloride). Product: COCC(=O)N1C[C@H](CCC1)NC(=O)C1=CNC2=C1N=CN=C2C2=C(C=CC=1OCOC12)OCC1CC1 (4-(5-Cyclopropylmethoxy-benzo[1,3]dioxol-4-yl)-5H-pyrrolo[3,2-d]pyrimidine-7-carboxylic acid [(S)-1-(2-methoxy-ethanoyl)-piperidin-3-yl]amide). As a reaction SMILES: [NH:1]1[CH2:6][CH2:5][CH2:4][C@H:3]([NH:7][C:8]([C:10]2[C:14]3[N:15]=[CH:16][N:17]=[C:18]([C:19]4[C:27]5[O:26][CH2:25][O:24][C:23]=5[CH:22]=[CH:21][C:20]=4[O:28][CH2:29][CH:30]4[CH2:32][CH2:31]4)[C:13]=3[NH:12][CH:11]=2)=[O:9])[CH2:2]1.[CH3:33][O:34][CH2:35][C:36](Cl)=[O:37]>>[CH3:33][O:34][CH2:35][C:36]([N:1]1[CH2:6][CH2:5][CH2:4][C@H:3]([NH:7][C:8]([C:10]2[C:14]3[N:15]=[CH:16][N:17]=[C:18]([C:19]4[C:27]5[O:26][CH2:25][O:24][C:23]=5[CH:22]=[CH:21][C:20]=4[O:28][CH2:29][CH:30]4[CH2:31][CH2:32]4)[C:13]=3[NH:12][CH:11]=2)=[O:9])[CH2:2]1)=[O:37]. Reported procedure: Starting from 4-(5-Cyclopropylmethoxy-benzo[1,3]dioxol-4-yl)-5H-pyrrolo[3,2-d]pyrimidine-7-carboxylic acid (S)-piperidin-3-ylamide (example A148) and methoxy-acetyl chloride the title compound is obtained as colorless solid. Starting materials: CCOC(=O)CC#N, Cl, Oc1ccccc1. Yields the product CCOC(=O)CC(=N)Oc1ccccc1. RXN SMILES: [C:8](#[N:9])[CH2:10][C:11](=[O:12])[O:13][CH2:14][CH3:15].[ClH:16].[OH:1][c:2]1[cH:3][cH:4][cH:5][cH:6][cH:7]1>>[O:1]([c:2]1[cH:3][cH:4][cH:5][cH:6][cH:7]1)[C:8](=[NH:9])[CH2:10][C:11](=[O:12])[O:13][CH2:14][CH3:15].